Dataset: the Open Reaction Database (ORD), a public repository of structured organic reaction records. Task: describe an organic reaction: reactants, conditions, products, and yield Starting materials: FC=1C=C(C=O)C=CC1 (3-fluorobenzaldehyde), NC=1C=C2[C@H]3[C@@H](N4C2=C(C1)COCC4)CCN(C3)C(=O)OC(C)(C)C (tert-butyl (7bR,11aS)-6-amino-1,2,7b,10,11,11a-hexahydro-4H-[1,4]oxazepino[6,5,4-hi]pyrido[4,3-b]indole-9(8H)-carboxylate). The product is FC=1C=C(CNC=2C=C3[C@H]4[C@@H](N5C3=C(C2)COCC5)CCNC4)C=CC1 ((7bR,11aS)-N-(3-fluorobenzyl)-1,2,7b,8,9,10,11,11a-octahydro-4H-[1,4]oxazepino[6,5,4-hi]pyrido[4,3-b]indol-6-amine). As a reaction SMILES: [F:1][C:2]1[CH:3]=[C:4]([CH:7]=[CH:8][CH:9]=1)[CH:5]=O.[NH2:10][C:11]1[CH:12]=[C:13]2[C:17]3=[C:18]([CH2:20][O:21][CH2:22][CH2:23][N:16]3[C@H:15]3[CH2:24][CH2:25][N:26](C(OC(C)(C)C)=O)[CH2:27][C@@H:14]23)[CH:19]=1>>[F:1][C:2]1[CH:3]=[C:4]([CH:7]=[CH:8][CH:9]=1)[CH2:5][NH:10][C:11]1[CH:12]=[C:13]2[C:17]3=[C:18]([CH2:20][O:21][CH2:22][CH2:23][N:16]3[C@H:15]3[CH2:24][CH2:25][NH:26][CH2:27][C@@H:14]23)[CH:19]=1. Procedure: Using 3-fluorobenzaldehyde and following the procedures described in EXAMPLE 126, tert-butyl (7bR,11aS)-6-amino-1,2,7b,10,11,11a-hexahydro-4H-[1,4]oxazepino[6,5,4-hi]pyrido[4,3-b]indole-9(8H)-carboxylate from EXAMPLE 56, Part B was converted into the title compound of EXAMPLE 132. LRMS (ES)+: 354.4 (M+H)+.